This data is from the Open Reaction Database (ORD), a public repository of structured organic reaction records. The task is: describe an organic reaction: reactants, conditions, products, and yield Starting materials: COc1ccccc1, O=S(=O)([O-])C(F)(F)F, O=S(=O)([O-])C(F)(F)F, O=S(=O)([O-])C(F)(F)F, C[N+](=O)[O-], [Yb+3], O=C(Cl)c1ccc2ccccc2c1. Yields the product COc1ccc(C(=O)c2ccc3ccccc3c2)cc1. Reaction SMILES: [CH3:1][O:2][c:3]1[cH:4][cH:5][cH:6][cH:7][cH:8]1.[F:22][C:23]([F:24])([F:25])[S:26]([O-:27])(=[O:28])=[O:29].[F:31][C:32]([F:33])([F:34])[S:35]([O-:36])(=[O:37])=[O:38].[F:39][C:40]([F:41])([F:42])[S:43]([O-:44])(=[O:45])=[O:46].[N+:47]([CH3:48])([O-:49])=[O:50].[Yb+3:30].[cH:9]1[c:10]([C:19](=[O:20])[Cl:21])[cH:11][cH:12][c:13]2[cH:14][cH:15][cH:16][cH:17][c:18]12>>[CH3:1][O:2][c:3]1[cH:4][cH:5][c:6]([C:19]([c:10]2[cH:9][c:18]3[c:13]([cH:12][cH:11]2)[cH:14][cH:15][cH:16][cH:17]3)=[O:20])[cH:7][cH:8]1. The reactants are CCOCC, CO, ClCCl, Cl, CC(C)(C)OC(=O)N1CCC(c2nc(C3=NOC(c4ccccc4)C3)cs2)CC1. The product is c1ccc(C2CC(c3csc(C4CCNCC4)n3)=NO2)cc1. RXN SMILES: [CH3:31][CH2:32][O:33][CH2:34][CH3:35].[CH3:36][OH:37].[Cl:38][CH2:39][Cl:40].[ClH:30].[c:1]1([CH:7]2[CH2:8][C:9]([c:12]3[n:13][c:14]([CH:17]4[CH2:18][CH2:19][N:20]([C:23]([O:24][C:25]([CH3:26])([CH3:27])[CH3:28])=[O:29])[CH2:21][CH2:22]4)[s:15][cH:16]3)=[N:10][O:11]2)[cH:2][cH:3][cH:4][cH:5][cH:6]1>>[c:1]1([CH:7]2[CH2:8][C:9]([c:12]3[n:13][c:14]([CH:17]4[CH2:18][CH2:19][NH:20][CH2:21][CH2:22]4)[s:15][cH:16]3)=[N:10][O:11]2)[cH:2][cH:3][cH:4][cH:5][cH:6]1. The product is COc1ccc(CN(Cc2ccc(OC)cc2)c2nc(C)nc(-c3cc(C4OCCO4)cnc3F)n2)cc1. The reactants are CC(=O)[O-], COc1ccc(CN(Cc2ccc(OC)cc2)c2nc(C)nc(Cl)n2)cc1, [K+], CC1(C)OB(c2cc(C3OCCO3)cnc2F)OC1(C)C, O. As a reaction SMILES: [CH3:50][C:51](=[O:52])[O-:53].[Cl:1][c:2]1[n:3][c:4]([N:9]([CH2:10][c:11]2[cH:12][cH:13][c:14]([O:17][CH3:18])[cH:15][cH:16]2)[CH2:19][c:20]2[cH:21][cH:22][c:23]([O:26][CH3:27])[cH:24][cH:25]2)[n:5][c:6]([CH3:8])[n:7]1.[K+:49].[O:28]1[CH:29]([c:33]2[cH:34][c:35]([B:40]3[O:41][C:42]([CH3:43])([CH3:44])[C:45]([CH3:46])([CH3:47])[O:48]3)[c:36]([F:39])[n:37][cH:38]2)[O:30][CH2:31][CH2:32]1.[OH2:54]>>[c:2]1(-[c:35]2[cH:34][c:33]([CH:29]3[O:28][CH2:32][CH2:31][O:30]3)[cH:38][n:37][c:36]2[F:39])[n:3][c:4]([N:9]([CH2:10][c:11]2[cH:12][cH:13][c:14]([O:17][CH3:18])[cH:15][cH:16]2)[CH2:19][c:20]2[cH:21][cH:22][c:23]([O:26][CH3:27])[cH:24][cH:25]2)[n:5][c:6]([CH3:8])[n:7]1. Reactants: N1N=CN=C1 (1,2,4-triazole), O (water), [H-].[Na+] (sodium hydride), C[Si](CCOCCl)(C)C (2-(trimethylsilyl)ethoxymethylchloride). Run in O1CCCC1 (tetrahydrofuran), C(C)(=O)OCC (ethyl acetate). Conditions: temperature 0 celsius, time 8 hour. Product: C[Si](CCOCN1N=CN=C1)(C)C (1-[2-(Trimethylsilyl)ethoxy]methyl-1,2,4-triazole). RXN SMILES: [H-].[Na+].[NH:3]1[CH:7]=[N:6][CH:5]=[N:4]1.[CH3:8][Si:9]([CH3:16])([CH3:15])[CH2:10][CH2:11][O:12][CH2:13]Cl.O>O1CCCC1.C(OCC)(=O)C>[CH3:8][Si:9]([CH3:16])([CH3:15])[CH2:10][CH2:11][O:12][CH2:13][N:3]1[CH:7]=[N:6][CH:5]=[N:4]1 |f:0.1|. Procedure details: To a suspension of sodium hydride (4.63 g, 0.12 mol) in tetrahydrofuran (150 ml) was added 1,2,4-triazole (8.0 g, 0.12 mol) at room temperature under nitrogen. The mixture was cooled to 0° C. and 2-(trimethylsilyl)ethoxymethylchloride (20.5 ml, 0.12 mol) added dropwise. The mixture was stirred at room temperature overnight, water (100 ml) was added and the mixture diluted with ethyl acetate. The organic layer was dried ((MgSO4) and evaporated in vacuo and the residue distilled to give the title-... Starting materials: C(=O)(OC(C)(C)C)C(CC)(O)N.CC(=O)NC=1C=CC(=CC1)CC(=O)O (Boc-aminopropanol actarit), Cl.C(C)(=O)OCC (hydrochloric acid ethyl acetate), C(C)OCC (Diethyl ether). Run in ClCCl (dichloromethane). Conditions: time 3 hour. The product is NC(CC)O.CC(=O)NC=1C=CC(=CC1)CC(=O)O.Cl (Aminopropanol actarit Hydrochloride). Isolated yield 98.0%. RXN SMILES: C([C:8]([NH2:12])([OH:11])[CH2:9][CH3:10])(OC(C)(C)C)=O.[CH3:13][C:14]([NH:16][C:17]1[CH:18]=[CH:19][C:20]([CH2:23][C:24]([OH:26])=[O:25])=[CH:21][CH:22]=1)=[O:15].[ClH:27].C(OCC)(=O)C.C(OCC)C>ClCCl>[NH2:12][CH:8]([OH:11])[CH2:9][CH3:10].[CH3:13][C:14]([NH:16][C:17]1[CH:22]=[CH:21][C:20]([CH2:23][C:24]([OH:26])=[O:25])=[CH:19][CH:18]=1)=[O:15].[ClH:27] |f:0.1,2.3,6.7.8|. Procedure details: In 2 ml of dichloromethane, 201.3 mg (0.574 mmol) of the Boc-aminopropanol-actarit obtained above was dissolved, and 3 ml of 4 M hydrochloric acid/ethyl acetate was added thereto under ice-cooling, followed by stirring for 3 hours. Diethyl ether was added thereto for precipitation, and the precipitate was washed twice with diethyl ether and then dried under reduced pressure to give 161.3 mg (98%) of the titled compound. The structure was identified by 1H-NMR. Reactants: O=C([O-])O, CCCCCCCSCCCl, ClCCl, [Na+], [Na+], [Na+], O=S([O-])S(=O)(=O)[O-]. The product is CCCCCCCS(=O)CCCl. Reaction SMILES: [C:21](=[O:22])([O-:23])[OH:24].[CH2:1]([CH2:2][CH2:3][CH2:4][CH2:5][CH2:6][CH3:7])[S:8][CH2:9][CH2:10][Cl:11].[CH2:26]([Cl:27])[Cl:28].[Na+:19].[Na+:20].[Na+:25].[S:12](=[O:13])([S:14]([O-:15])=[O:16])([O-:17])=[O:18]>>[CH2:1]([CH2:2][CH2:3][CH2:4][CH2:5][CH2:6][CH3:7])[S:8]([CH2:9][CH2:10][Cl:11])=[O:13]. The reactants are COC=1C2=C(C(=NC1)N1CCOCC1)SC(=N2)N (7-methoxy-4-morpholin-4-yl-thiazolo[5,4-c]pyridin-2-ylamine), N1CCOCC1 (morpholine), ClCC=1C=C(C(=O)Cl)C=CN1 (2-chloromethyl-isonicotinoyl chloride), C(C)N(C(C)C)C(C)C (N-ethyldiisopropylamine). Solvent: ClCCCl (1,2-dichloroethane), C1CCOC1 (THF). The product is COC=1C2=C(C(=NC1)N1CCOCC1)SC(=N2)NC(C2=CC(=NC=C2)CN2CCOCC2)=O (N-(7-Methoxy-4-morpholin-4-yl-thiazolo[5,4-c]pyridin-2-yl)-2-morpholin-4-ylmethyl-isonicotinamide). RXN SMILES: [CH3:1][O:2][C:3]1[C:4]2[N:17]=[C:16]([NH2:18])[S:15][C:5]=2[C:6]([N:9]2[CH2:14][CH2:13][O:12][CH2:11][CH2:10]2)=[N:7][CH:8]=1.Cl[CH2:20][C:21]1[CH:22]=[C:23]([CH:27]=[CH:28][N:29]=1)[C:24](Cl)=[O:25].C(N(C(C)C)C(C)C)C.[NH:39]1[CH2:44][CH2:43][O:42][CH2:41][CH2:40]1>ClCCCl.C1COCC1>[CH3:1][O:2][C:3]1[C:4]2[N:17]=[C:16]([NH:18][C:24](=[O:25])[C:23]3[CH:27]=[CH:28][N:29]=[C:21]([CH2:20][N:39]4[CH2:44][CH2:43][O:42][CH2:41][CH2:40]4)[CH:22]=3)[S:15][C:5]=2[C:6]([N:9]2[CH2:10][CH2:11][O:12][CH2:13][CH2:14]2)=[N:7][CH:8]=1. Procedure: From 7-methoxy-4-morpholin-4-yl-thiazolo[5,4-c]pyridin-2-ylamine with 2-chloromethyl-isonicotinoyl chloride and N-ethyldiisopropylamine in 1,2-dichloroethane and THF; then subsequent treatment with morpholine. ES-MS m/e (%): 471 (M+H+, 100). Reactants: [BH4-], CCC(C)c1cc(C=O)c2nc(C)c(C)c(OC(C)=O)c2c1, CO, [Na+], O. Yields the product CCC(C)c1cc(CO)c2nc(C)c(C)c(OC(C)=O)c2c1. As a reaction SMILES: [BH4-:23].[C:1]([CH3:2])(=[O:3])[O:4][c:5]1[c:6]([CH3:22])[c:7]([CH3:21])[n:8][c:9]2[c:10]([CH:19]=[O:20])[cH:11][c:12]([CH:15]([CH3:16])[CH2:17][CH3:18])[cH:13][c:14]12.[CH3:26][OH:27].[Na+:24].[OH2:25]>>[C:1]([CH3:2])(=[O:3])[O:4][c:5]1[c:6]([CH3:22])[c:7]([CH3:21])[n:8][c:9]2[c:10]([CH2:19][OH:20])[cH:11][c:12]([CH:15]([CH3:16])[CH2:17][CH3:18])[cH:13][c:14]12.